Dataset: the Open Reaction Database (ORD), a public repository of structured organic reaction records. Task: describe an organic reaction: reactants, conditions, products, and yield Starting materials: NC=1SC=CN1 (2-aminothiazole), fluoro-N,N,N″,N″-tetramethylformamidinium hexafluorophosphate, S1C(=CC=C1)CC(=O)O (thiophen-2-acetic acid), C(C)(C)N(CC)C(C)C (diisopropylethylamine). Reaction conditions: time 20 minute. Yields the product C(C)(C)C1=CC=C(C=C1)C=1N=C(SC1)NC(CC=1SC=CC1)=O (N-[4-(4-isopropyl-phenyl)-thiazol-2-yl]-2-thiophen-2-yl-acetamide). Yield: 159.4%. Reaction SMILES: [S:1]1[CH:5]=[CH:4][CH:3]=[C:2]1[CH2:6][C:7]([OH:9])=O.C(N([CH:16]([CH3:18])[CH3:17])CC)(C)C.[NH2:19][C:20]1[S:21][CH:22]=[CH:23][N:24]=1>>[CH:6]([C:17]1[CH:16]=[CH:18][C:5]([C:23]2[N:24]=[C:20]([NH:19][C:7](=[O:9])[CH2:6][C:2]3[S:1][CH:5]=[CH:4][CH:3]=3)[S:21][CH:22]=2)=[CH:4][CH:3]=1)([CH3:7])[CH3:2]. Procedure details: To the mixture of fluoro-N,N,N″,N″-tetramethylformamidinium hexafluorophosphate (TFFH) (290 mg, 1.1 mmol) and thiophen-2-acetic acid (156 mg, 1 mmol) at 0° C. was added diisopropylethylamine (0.35 mL, 2 mmol) and stirred at same temperature for 20 min. before adding 2-aminothiazole (261 mg, 1.2 mmol). The reaction mixture was warmed to room temperature and stirred for 12 h. The mixture was concentrated and loaded onto silica gel column to provide N-[4-(4-isopropyl-phenyl)-thiazol-2-yl]-2-thiophe... Starting materials: BrC1=NC(=CC=C1)C1=CN=CS1 (2-bromo-6-(1,3-thiazol-5-yl)pyridine), C(C)(C)[N-]C(C)C.[Li+] (lithium diisopropyl amide), C(C)(=O)[C@@H]1CC[C@H](CC1)C(=O)OCCCC (butyl trans-4-acetylcyclohexanecarboxylate). Solvent: C(C)(=O)OCC (ethyl acetate), O (water), [Cl-].[NH4+] (ammonium chloride), O1CCCC1 (tetrahydrofuran), O1CCCC1 (tetrahydrofuran), [Cl-].[NH4+] (ammonium chloride). Reaction conditions: time 30 minute. Yields the product BrC1=CC=CC(=N1)C1=CN=C(S1)C(C)(O)[C@@H]1CC[C@H](CC1)C(=O)OCCCC (butyl trans-4-{1-[5-(6-bromopyridin-2-yl)-1,3-thiazol-2-yl]-1-hydroxyethyl}cyclohexanecarboxylate). RXN SMILES: [Br:1][C:2]1[CH:7]=[CH:6][CH:5]=[C:4]([C:8]2[S:12][CH:11]=[N:10][CH:9]=2)[N:3]=1.C([N-]C(C)C)(C)C.[Li+].[C:21]([C@H:24]1[CH2:29][CH2:28][C@H:27]([C:30]([O:32][CH2:33][CH2:34][CH2:35][CH3:36])=[O:31])[CH2:26][CH2:25]1)(=[O:23])[CH3:22]>O1CCCC1.C(OCC)(=O)C.O.[Cl-].[NH4+]>[Br:1][C:2]1[N:3]=[C:4]([C:8]2[S:12][C:11]([C:21]([C@H:24]3[CH2:29][CH2:28][C@H:27]([C:30]([O:32][CH2:33][CH2:34][CH2:35][CH3:36])=[O:31])[CH2:26][CH2:25]3)([OH:23])[CH3:22])=[N:10][CH:9]=2)[CH:5]=[CH:6][CH:7]=1 |f:1.2,7.8|. Procedure: To a solution of 2-bromo-6-(1,3-thiazol-5-yl)pyridine (457 mg, 1.895 mmol) in tetrahydrofuran (20 mL) at −78° C. was added lithium diisopropyl amide (1.8 M in tetrahydrofuran/heptane/ethylbenzene, 1.106 mmol, 1.990 mmol) over three minutes. After 30 minutes, a solution of butyl trans-4-acetylcyclohexanecarboxylate (450 mg, 1.990 mmol) in tetrahydrofuran (3 mL) was added to the reaction mixture. After an additional 70 minutes, a saturated aqueous ammonium chloride solution (10 mL) was added. Then... Reactants: CC(C=O)CCC (2-methyl valeraldehyde), [H-].[Na+] (sodium hydride), BrCCCCC(=O)OCC (ethyl 5-bromovalerate), C1(=CC=CC=C1)P(C1=CC=CC=C1)C1=CC=CC=C1 (triphenyl phosphine). Solvent: C(C)#N (acetonitrile), O (water). Yields the product CC(C=CCCCC(=O)OCC)CCC (ethyl 7-methyl-5-decenoate). Yield: 54.0%. As a reaction SMILES: Br[CH2:2][CH2:3][CH2:4][CH2:5][C:6]([O:8][CH2:9][CH3:10])=[O:7].C1(P(C2C=CC=CC=2)C2C=CC=CC=2)C=CC=CC=1.[CH3:30][CH:31]([CH2:34][CH2:35][CH3:36])[CH:32]=O.[H-].[Na+]>C(#N)C.O>[CH3:30][CH:31]([CH2:34][CH2:35][CH3:36])[CH:32]=[CH:2][CH2:3][CH2:4][CH2:5][C:6]([O:8][CH2:9][CH3:10])=[O:7] |f:3.4|. Procedure: 104.54 g (0.5 mol) of ethyl 5-bromovalerate and 137.5 g (0.525 mol) of triphenyl phosphine were refluxed for 36 hours in 1 l of acetonitrile. After the reaction terminated, 500 ml of acetonitrile was distilled off, then the reaction mixture was dried. Under nitrogen atmosphere, 50.1 g (0.5 mol) of 2-methyl valeraldehyde was added, then the reaction mixture was stirred. Controlling the reaction temperature to within the range of 25°-35° C., 20.0 g (0.5 mol) of oily (60%) sodium hydride was added ... Starting materials: ClC1=C2C=C(NC2=CC=C1C#N)CCC (4-chloro-2-propyl-1H-indole-5-carbonitrile), BrC=1C=NC=C(C1)C=1OC(=NN1)CCl (3-bromo-5-[5-(chloromethyl)-1,3,4-oxadiazol-2-yl]pyridine). The product is BrC=1C=C(C=NC1)C1=NN=C(O1)CN1C(=CC2=C(C(=CC=C12)C#N)Cl)CCC (1-{[5-(5-Bromo-3-pyridinyl)-1,3,4-oxadiazol-2-yl]methyl}-4-chloro-2-propyl-1H-indole-5-carbonitrile). Reaction SMILES: [Cl:1][C:2]1[C:10]([C:11]#[N:12])=[CH:9][CH:8]=[C:7]2[C:3]=1[CH:4]=[C:5]([CH2:13][CH2:14][CH3:15])[NH:6]2.[Br:16][C:17]1[CH:18]=[N:19][CH:20]=[C:21]([C:23]2[O:24][C:25]([CH2:28]Cl)=[N:26][N:27]=2)[CH:22]=1>>[Br:16][C:17]1[CH:22]=[C:21]([C:23]2[O:24][C:25]([CH2:28][N:6]3[C:7]4[C:3](=[C:2]([Cl:1])[C:10]([C:11]#[N:12])=[CH:9][CH:8]=4)[CH:4]=[C:5]3[CH2:13][CH2:14][CH3:15])=[N:26][N:27]=2)[CH:20]=[N:19][CH:18]=1. Reported procedure: Synthesized as described in Example 4 from 4-chloro-2-propyl-1H-indole-5-carbonitrile and 3-bromo-5-[5-(chloromethyl)-1,3,4-oxadiazol-2-yl]pyridine: 1H NMR (400 MHz, DMSO-d6) δ 9.03 (d, J=1.3 Hz, 1 H), 8.94 (d, J=2.0 Hz, 1 H), 8.46 (s, 1 H), 7.97 (s, 1 H), 7.81 (d, J=8.5 Hz, 1 H), 7.61 (d, J=8.5 Hz, 1 H), 5.96 (s, 2 H), 2.95-2.87 (m, 2 H), 1.75-1.48 (m, 2 H), 0.93 (t, J=7.3 Hz, 3 H); MS (ES) m/z 457 (M+1).